From a dataset of the Open Reaction Database (ORD), a public repository of structured organic reaction records. describe an organic reaction: reactants, conditions, products, and yield The reactants are COC=1C=C(C=O)C=CC1 (3-methoxybenzaldehyde), C(C)OC(CC(=O)C(=O)OCC)=O (oxalacetic acid diethyl ester), C(C)OC(C(CC(=O)OCC)=N)=O (iminosuccinic acid diethyl ester). The solvent is C(C)O (ethanol). Product: C(C)OC(=O)C=1NC(=C(C(C1C(=O)OCC)C1=CC(=CC=C1)OC)C(=O)OCC)C(=O)OCC (4-(3'-Methoxyphenyl)-1,4-dihydropyridine-2,3,5,6-tetracarboxylic acid tetraethyl ester). As a reaction SMILES: [CH3:1][O:2][C:3]1[CH:4]=[C:5]([CH:8]=[CH:9][CH:10]=1)[CH:6]=O.[CH2:11]([O:13][C:14](=[O:23])[CH2:15][C:16]([C:18]([O:20][CH2:21][CH3:22])=[O:19])=O)[CH3:12].[CH2:24]([O:26][C:27](=[O:36])[C:28](=[NH:35])[CH2:29][C:30]([O:32][CH2:33][CH3:34])=[O:31])[CH3:25]>C(O)C>[CH2:21]([O:20][C:18]([C:16]1[NH:35][C:28]([C:27]([O:26][CH2:24][CH3:25])=[O:36])=[C:29]([C:30]([O:32][CH2:33][CH3:34])=[O:31])[CH:6]([C:5]2[CH:8]=[CH:9][CH:10]=[C:3]([O:2][CH3:1])[CH:4]=2)[C:15]=1[C:14]([O:13][CH2:11][CH3:12])=[O:23])=[O:19])[CH3:22]. Procedure: 13.6 g of 3-methoxybenzaldehyde, 19 g of oxalacetic acid diethyl ester and 18.8 g of iminosuccinic acid diethyl ester in 50 ccs of ethanol are heated to the boil for several hours, and after evaporation a yellow oil is obtained. The reactants are COc1ccc2c(Oc3ccc(CC(=O)Nc4cn(C)nc4C)c(OC)c3)ccnc2c1, CCO, CS(=O)(=O)O, CCOC(C)=O. Product: COc1ccc2c(Oc3ccc(CC(=O)Nc4cn(C)nc4C)c(OC)c3)ccnc2c1, CS(=O)(=O)O. As a reaction SMILES: [CH3:1][n:2]1[n:3][c:4]([CH3:32])[c:5]([NH:7][C:8]([CH2:9][c:10]2[c:11]([O:29][CH3:30])[cH:12][c:13]([O:16][c:17]3[cH:18][cH:19][n:20][c:21]4[cH:22][c:23]([O:27][CH3:28])[cH:24][cH:25][c:26]34)[cH:14][cH:15]2)=[O:31])[cH:6]1.[CH3:33][CH2:34][OH:35].[CH3:36][S:37]([OH:38])(=[O:39])=[O:40].[CH3:41][CH2:42][O:43][C:44](=[O:45])[CH3:46]>>[CH3:1][n:2]1[n:3][c:4]([CH3:32])[c:5]([NH:7][C:8]([CH2:9][c:10]2[c:11]([O:29][CH3:30])[cH:12][c:13]([O:16][c:17]3[cH:18][cH:19][n:20][c:21]4[cH:22][c:23]([O:27][CH3:28])[cH:24][cH:25][c:26]34)[cH:14][cH:15]2)=[O:31])[cH:6]1.[CH3:36][S:37](=[O:38])(=[O:39])[OH:40].